This data is from the Open Reaction Database (ORD), a public repository of structured organic reaction records. The task is: describe an organic reaction: reactants, conditions, products, and yield The reactants are resultant mixture, aqueous solution, CN (methylamine), NC=1C(=CC(=C(C1)N1C=C(C(C2=CC(=C(C(=C12)SC)F)F)=O)C(=O)O)F)F (1-(5-Amino-2,4-difluorophenyl)-6,7-difluoro-8-methylthio-4-oxo-1,4-dihydroquinoline-3-carboxylic acid). Solvent: N1=CC=CC=C1 (pyridine). Yields the product NC=1C(=CC(=C(C1)N1C=C(C(C2=CC(=C(C(=C12)SC)NC)F)=O)C(=O)O)F)F (1-(5-Amino-2,4-difluorophenyl)-6-fluoro-7-methylamino-8-methylthio-4-oxo-1,4-dihydroquinoline-3-carboxylic Acid). Reaction SMILES: [NH2:1][C:2]1[C:3]([F:27])=[CH:4][C:5]([F:26])=[C:6]([N:8]2[C:17]3[C:12](=[CH:13][C:14]([F:21])=[C:15](F)[C:16]=3[S:18][CH3:19])[C:11](=[O:22])[C:10]([C:23]([OH:25])=[O:24])=[CH:9]2)[CH:7]=1.[CH3:28][NH2:29]>N1C=CC=CC=1>[NH2:1][C:2]1[C:3]([F:27])=[CH:4][C:5]([F:26])=[C:6]([N:8]2[C:17]3[C:12](=[CH:13][C:14]([F:21])=[C:15]([NH:29][CH3:28])[C:16]=3[S:18][CH3:19])[C:11](=[O:22])[C:10]([C:23]([OH:25])=[O:24])=[CH:9]2)[CH:7]=1. Reported procedure: 1-(5-Amino-2,4-difluorophenyl)-6,7-difluoro-8-methylthio-4-oxo-1,4-dihydroquinoline-3-carboxylic acid (50 mg) was added to pyridine (100 mg). A 40% aqueous solution (120 mg) of methylamine was added, and the resultant mixture was stirred overnight at room temperature and for additional 2 days at 50° C. After the reaction mixture was allowed to cool, the solvent was distilled off under reduced pressure. Ethanol (1 ml) was added to the residue, and solids deposited were collected by filtration to ...